From a dataset of the Open Reaction Database (ORD), a public repository of structured organic reaction records. describe an organic reaction: reactants, conditions, products, and yield Reactants: CC1=C(C=CC(=C1)[N+](=O)[O-])CO ((2-methyl-4-nitro-phenyl)-methanol). Reagents/catalysts: [O-2].[Mn+4].[O-2] (manganese(IV) oxide). The solvent is C(Cl)Cl (CH2Cl2). Conditions: temperature 40 celsius. Product: CC1=C(C=O)C=CC(=C1)[N+](=O)[O-] (2-Methyl-4-nitro-benzaldehyde). Isolated yield 78.7%. RXN SMILES: [CH3:1][C:2]1[CH:7]=[C:6]([N+:8]([O-:10])=[O:9])[CH:5]=[CH:4][C:3]=1[CH2:11][OH:12]>[O-2].[Mn+4].[O-2].C(Cl)Cl>[CH3:1][C:2]1[CH:7]=[C:6]([N+:8]([O-:10])=[O:9])[CH:5]=[CH:4][C:3]=1[CH:11]=[O:12] |f:1.2.3|. Procedure: A flask was charged with (2-methyl-4-nitro-phenyl)-methanol (16.7 g, 0.100 mol) (334 mL), to manganese(IV) oxide (5 μm, 102.3 g, 1.00 mol), and CH2Cl2 (334 mL). The stirred mixture was heated at 40° C. for at least 2 h or until in-process HPLC analysis showed that conversion was greater than 95%. The cooled mixture was filtered through a celite cake (8 g) loaded onto a fritted funnel and the filter cake was rinsed with CH2Cl2 (340 mL). The filtrate and wash were concentrated under reduced pressu... The reactants are C1COCCO1, CO, Cl, O=C(O)c1ncc(F)cc1F. The product is COC(=O)c1ncc(F)cc1F. RXN SMILES: [CH2:15]1[O:16][CH2:17][CH2:18][O:19][CH2:20]1.[CH3:13][OH:14].[ClH:12].[F:1][c:2]1[c:3]([C:9](=[O:10])[OH:11])[n:4][cH:5][c:6]([F:8])[cH:7]1>>[F:1][c:2]1[c:3]([C:9]([O:10][CH3:13])=[O:11])[n:4][cH:5][c:6]([F:8])[cH:7]1.